From a dataset of the Open Reaction Database (ORD), a public repository of structured organic reaction records. describe an organic reaction: reactants, conditions, products, and yield The reactants are C(C)(C)N1CCC(CC1)OC1=CC=2C=C3N(C2C=C1)CCNC3=O (8-(1-Isopropyl-piperidin-4-yloxy)-3,4-dihydro-2H-pyrazino[1,2-a]indol-1-one), [H-].[Na+] (sodium hydride), FC1=C(CCl)C=CC=C1 (2-fluorobenzyl chloride). Yields the product FC1=C(CN2C(C=3N(C=4C=CC(=CC4C3)OC3CCN(CC3)C(C)C)CC2)=O)C=CC=C1 (2-(2-Fluoro-benzyl)-8-(1-isopropyl-piperidin-4-yloxy)-3,4-dihydro-2H-pyrazino[1,2-a]indol-1-one). Isolated yield 77.0%. RXN SMILES: [CH:1]([N:4]1[CH2:9][CH2:8][CH:7]([O:10][C:11]2[CH:19]=[CH:18][C:17]3[N:16]4[CH2:20][CH2:21][NH:22][C:23](=[O:24])[C:15]4=[CH:14][C:13]=3[CH:12]=2)[CH2:6][CH2:5]1)([CH3:3])[CH3:2].[H-].[Na+].[F:27][C:28]1[CH:35]=[CH:34][CH:33]=[CH:32][C:29]=1[CH2:30]Cl>>[F:27][C:28]1[CH:35]=[CH:34][CH:33]=[CH:32][C:29]=1[CH2:30][N:22]1[CH2:21][CH2:20][N:16]2[C:17]3[CH:18]=[CH:19][C:11]([O:10][CH:7]4[CH2:8][CH2:9][N:4]([CH:1]([CH3:3])[CH3:2])[CH2:5][CH2:6]4)=[CH:12][C:13]=3[CH:14]=[C:15]2[C:23]1=[O:24] |f:1.2|. Reported procedure: The title compound was synthesized in analogy to example 17, from 8-(1-isopropyl-piperidin-4-yloxy)-3,4-dihydro-2H-pyrazino[1,2-a]indol-1-one (example 1), sodium hydride and 2-fluorobenzyl chloride, to give the desired product as a white solid (77%). The reactants are solid, C(C1=CC=CC=C1)Br (benzylbromide), NC1=C(C=CC=C1N)O (2,3-diaminophenol), C(CC)(=O)O (propionic acid), C(=O)([O-])[O-].[K+].[K+] (K2CO3). The solvent is CN(C)C=O (DMF). Run at temperature 150 celsius, time 3 hour. Product: C(C1=CC=CC=C1)OC1=CC=CC2=C1NC(=N2)CC (7-benzyloxy-2-ethyl-1H-benzimidazole). Yield: 44.0%. Reaction SMILES: [NH2:1][C:2]1[C:7]([NH2:8])=[CH:6][CH:5]=[CH:4][C:3]=1[OH:9].C([O-])([O-])=O.[K+].[K+].[CH2:16](Br)[C:17]1[CH:22]=[CH:21][CH:20]=[CH:19][CH:18]=1.[C:24](O)(=O)[CH2:25][CH3:26]>CN(C=O)C>[CH2:16]([O:9][C:3]1[C:2]2[NH:1][C:24]([CH2:25][CH3:26])=[N:8][C:7]=2[CH:6]=[CH:5][CH:4]=1)[C:17]1[CH:22]=[CH:21][CH:20]=[CH:19][CH:18]=1 |f:1.2.3|. Reported procedure: 2,3-diaminophenol (5 g, 40.3 mmol) was dissolved in propionic acid (10 mL) and stirred at 150° C. for 3 h. The reaction mixture was cooled to room temperature and the volume reduced under high vacuum to give a brown solid which was partitioned between chloroform and a saturated solution of bicarbonate, the chloroform layer was separated, dried and concentrated to give a brown solid. The brown solid (1.3 g, 8.0 mmol) was dissolved in DMF (40 mL) and K2CO3 (2.8 g, 0.02 mmol) was added followed by ... Starting materials: O[C@H](CP(OCC(C)C)(=O)C)COS(=O)(=O)C1=CC=C(C)C=C1 (isobutyl P-[2(S)-hydroxy-3-tosyloxy-propyl]-P-methyl-phosphinate), [N-]=[N+]=[N-].[Na+] (sodium azide), O (water). The solvent is CN(C=O)C (dimethylformamide). The product is N(=[N+]=[N-])C[C@@H](CP(OCC(C)C)(=O)C)O (isobutyl P-[3-azido-2(S)-hydroxy-propyl]-P-methyl-phosphinate). RXN SMILES: [OH:1][C@@H:2]([CH2:12]OS(C1C=CC(C)=CC=1)(=O)=O)[CH2:3][P:4]([CH3:11])(=[O:10])[O:5][CH2:6][CH:7]([CH3:9])[CH3:8].[N-:24]=[N+:25]=[N-:26].[Na+].O>CN(C)C=O>[N:24]([CH2:12][C@H:2]([OH:1])[CH2:3][P:4]([CH3:11])(=[O:10])[O:5][CH2:6][CH:7]([CH3:9])[CH3:8])=[N+:25]=[N-:26] |f:1.2|. Procedure details: A solution of 3.32 g of isobutyl P-[2(S)-hydroxy-3-tosyloxy-propyl]-P-methyl-phosphinate and 1.19 g of sodium azide in 25 ml of dry dimethylformamide is heated to a temperature of 120° for a period of 3 hours, under an inert gas atmosphere. The reaction mixture is allowed to cool to room temperature, poured onto 50 ml of water and extracted twice with 100 ml of ethyl acetate. The organic extract is dried over magnesium sulphate and the solvent removed under reduced pressure. The residue is chrom... The reactants are FC(S(=O)(=O)OS(=O)(=O)C(F)(F)F)(F)F (Trifluoromethanesulphonic anhydride), C(C)OC(CC=1C=C(C=C(C1)O)C1=CC=C(C=C1)C(F)(F)F)=O ((5-hydroxy-4′-trifluoromethyl-biphenyl-3-yl)-acetic acid ethyl ester), N1=CC=CC=C1 (pyridine). Solvent: C(Cl)Cl (DCM), C(Cl)Cl (DCM). Reaction conditions: temperature 0 celsius, time 18 hour. Yields the product C(C)OC(CC=1C=C(C=C(C1)OS(=O)(=O)C(F)(F)F)C1=CC=C(C=C1)C(F)(F)F)=O ((5-trifluoromethanesulfonyloxy-4′-trifluoromethyl-biphenyl-3-yl)-acetic acid ethyl ester). RXN SMILES: FC(F)(F)S([O:6][S:7]([C:10]([F:13])([F:12])[F:11])(=[O:9])=[O:8])(=O)=O.[CH2:16]([O:18][C:19](=[O:38])[CH2:20][C:21]1[CH:22]=[C:23]([C:28]2[CH:33]=[CH:32][C:31]([C:34]([F:37])([F:36])[F:35])=[CH:30][CH:29]=2)[CH:24]=[C:25](O)[CH:26]=1)[CH3:17].N1C=CC=CC=1>C(Cl)Cl>[CH2:16]([O:18][C:19](=[O:38])[CH2:20][C:21]1[CH:22]=[C:23]([C:28]2[CH:33]=[CH:32][C:31]([C:34]([F:36])([F:37])[F:35])=[CH:30][CH:29]=2)[CH:24]=[C:25]([O:6][S:7]([C:10]([F:11])([F:12])[F:13])(=[O:8])=[O:9])[CH:26]=1)[CH3:17]. Reported procedure: Trifluoromethanesulphonic anhydride (570 mg, 2.0 mmol) was added drop wise to a solution of (5-hydroxy-4′-trifluoromethyl-biphenyl-3-yl)-acetic acid ethyl ester (546 mg, 1.69 mmol) and pyridine (0.41 mL, 5.0 mmol) in DCM (10 mL) at 0° C. The temperature was maintained at 0° C. for 15 mins before warming to room temperature and the mixture stirred for 18 hrs. The reaction was diluted with DCM, washed with H2O, Na2CO3, dil. HCl, brine, dried (MgSO4) and evaporated under reduced pressure to give a ... The product is COC1=CC=C(C=C1)C=1C(=NN(C1B(O)O)COCC[Si](C)(C)C)C (4-(4-methoxy-phenyl)-3-methyl-1-(2-trimethylsilanyl-ethoxymethyl)-1H-pyrazole-5-boronic acid). Conditions: time 30 minute. Reaction SMILES: COC1C=CC(C2C=NN(COCC[Si](C)(C)C)C=2C)=CC=1.[CH3:23][O:24][C:25]1[CH:30]=[CH:29][C:28]([C:31]2[C:32]([CH3:44])=[N:33][N:34]([CH2:36][O:37][CH2:38][CH2:39][Si:40]([CH3:43])([CH3:42])[CH3:41])[CH:35]=2)=[CH:27][CH:26]=1.[Li]CCCC.C([O:53][B:54](OC(C)C)[O:55]C(C)C)(C)C>C1COCC1>[CH3:23][O:24][C:25]1[CH:30]=[CH:29][C:28]([C:31]2[C:32]([CH3:44])=[N:33][N:34]([CH2:36][O:37][CH2:38][CH2:39][Si:40]([CH3:42])([CH3:41])[CH3:43])[C:35]=2[B:54]([OH:55])[OH:53])=[CH:27][CH:26]=1. Reported procedure: A mixture of 4-(4-methoxy-phenyl)-5-methyl-1-(2-trimethylsilanyl-ethoxymethyl)-1H-pyrazole and 4-(4-methoxy-phenyl)-3-methyl-1-(2-trimethylsilanyl-ethoxymethyl)-1H-pyrazole (1 eq) was taken up in THF and cooled under nitrogen to −78° C. nBuLi (1.2 eq) was added dropwise and all was stirred for 30 minutes. Triisopropylborate (2.5 eq) was added and the reaction was stirred to room temperature. After 45 minutes, the reaction mixture was quenched with water and extracted with EtOAc. The organic phas... The reactants are C(C)(C)OB(OC(C)C)OC(C)C (Triisopropylborate), COC1=CC=C(C=C1)C=1C=NN(C1C)COCC[Si](C)(C)C (4-(4-methoxy-phenyl)-5-methyl-1-(2-trimethylsilanyl-ethoxymethyl)-1H-pyrazole), COC1=CC=C(C=C1)C=1C(=NN(C1)COCC[Si](C)(C)C)C (4-(4-methoxy-phenyl)-3-methyl-1-(2-trimethylsilanyl-ethoxymethyl)-1H-pyrazole), [Li]CCCC (nBuLi). The solvent is C1CCOC1 (THF). The reactants are C1CCOC1, CCN(Cc1cc(C(F)(F)F)ccc1Oc1cccc(CC(=O)OC)c1)S(=O)(=O)c1ccc(N(C)c2cccc(C)c2)cc1, Cl, [Li+], [OH-]. Yields the product CCN(Cc1cc(C(F)(F)F)ccc1Oc1cccc(CC(=O)O)c1)S(=O)(=O)c1ccc(N(C)c2cccc(C)c2)cc1. RXN SMILES: [CH2:48]1[O:49][CH2:50][CH2:51][CH2:52]1.[CH3:1][O:2][C:3]([CH2:4][c:5]1[cH:6][c:7]([O:11][c:12]2[c:13]([CH2:22][N:23]([S:24](=[O:25])(=[O:26])[c:27]3[cH:28][cH:29][c:30]([N:33]([c:34]4[cH:35][c:36]([CH3:40])[cH:37][cH:38][cH:39]4)[CH3:41])[cH:31][cH:32]3)[CH2:42][CH3:43])[cH:14][c:15]([C:18]([F:19])([F:20])[F:21])[cH:16][cH:17]2)[cH:8][cH:9][cH:10]1)=[O:44].[ClH:47].[Li+:45].[OH-:46]>>[O:2]=[C:3]([CH2:4][c:5]1[cH:6][c:7]([O:11][c:12]2[c:13]([CH2:22][N:23]([S:24](=[O:25])(=[O:26])[c:27]3[cH:28][cH:29][c:30]([N:33]([c:34]4[cH:35][c:36]([CH3:40])[cH:37][cH:38][cH:39]4)[CH3:41])[cH:31][cH:32]3)[CH2:42][CH3:43])[cH:14][c:15]([C:18]([F:19])([F:20])[F:21])[cH:16][cH:17]2)[cH:8][cH:9][cH:10]1)[OH:44]. Reactants: Cl (hydrochloric acid), [OH-].ClC1=C(C=C(C(=O)N[N+]2=C(C=C(C=C2C2=CC=CC=C2)C2=CC=CC=C2)C2=CC=CC=C2)C=C1)S(N)(=O)=O (1-[(4-chloro-3-sulfamylbenzoyl)-amino]-2,4,6-triphenylpyridinium hydroxide). Solvent: C(C)O (ethanol), C(C)O (ethanol). Product: [Cl-].ClC1=C(C=C(C(=O)N[N+]2=C(C=C(C=C2C2=CC=CC=C2)C2=CC=CC=C2)C2=CC=CC=C2)C=C1)S(N)(=O)=O (1-[(4-chloro-3-sulfamylbenzoyl)-amino]-2,4,6-triphenylpyridinium chloride). Yield: 180.4%. As a reaction SMILES: Cl.[OH-].[Cl:3][C:4]1[CH:36]=[CH:35][C:7]([C:8]([NH:10][N+:11]2[C:16]([C:17]3[CH:22]=[CH:21][CH:20]=[CH:19][CH:18]=3)=[CH:15][C:14]([C:23]3[CH:28]=[CH:27][CH:26]=[CH:25][CH:24]=3)=[CH:13][C:12]=2[C:29]2[CH:34]=[CH:33][CH:32]=[CH:31][CH:30]=2)=[O:9])=[CH:6][C:5]=1[S:37](=[O:40])(=[O:39])[NH2:38]>C(O)C>[Cl-:3].[Cl:3][C:4]1[CH:36]=[CH:35][C:7]([C:8]([NH:10][N+:11]2[C:12]([C:29]3[CH:30]=[CH:31][CH:32]=[CH:33][CH:34]=3)=[CH:13][C:14]([C:23]3[CH:28]=[CH:27][CH:26]=[CH:25][CH:24]=3)=[CH:15][C:16]=2[C:17]2[CH:18]=[CH:19][CH:20]=[CH:21][CH:22]=2)=[O:9])=[CH:6][C:5]=1[S:37](=[O:39])(=[O:40])[NH2:38] |f:1.2,4.5|. Procedure details: 10 ml of ethanol saturated with hydrochloric acid are added, with stirring, to a solution of the inert salt of 1-[(4-chloro-3-sulfamylbenzoyl)-amino]-2,4,6-triphenylpyridinium hydroxide (5.4 g, 0.01 mol) in ethanol (25 ml). After half an hour's stirring, the precipitate formed is filtered off, giving 5.2 g (90%) of 1-[(4-chloro-3-sulfamylbenzoyl)-amino]-2,4,6-triphenylpyridinium chloride of the formula ##STR16##